Dataset: the Open Reaction Database (ORD), a public repository of structured organic reaction records. Task: describe an organic reaction: reactants, conditions, products, and yield Procedure details: To a stirred solution of [3-(4-methoxy-phenyl)-oxiranyl]-(3,4,5-trimethoxy-phenyl)-methanone (0.5 g, 1.45 mmol) in dry ether (15 mL) was added BF3.Et2O (2.52 mL) slowly. After the addition, it was heated to reflux for 1 h. After the reaction mixture had cooled to room temperature, it was poured into ice-H2O (100 mL). The etheral layer was separated and the aqueous layer was extracted with ether (10 mL×3). The combined ether layers were washed with H2O (20 mL×2) and concentrated to dryness. The r... Reaction SMILES: COC1C=CC([CH:9]2O[CH:10]2[C:12]([C:14]2[CH:19]=[C:18]([O:20][CH3:21])[C:17]([O:22][CH3:23])=[C:16]([O:24][CH3:25])[CH:15]=2)=[O:13])=CC=1.B(F)(F)F.C[CH2:31][O:32][CH2:33][CH3:34].Cl.[NH2:36]O.N1C=[CH:42][CH:41]=[CH:40][CH:39]=1>CCOCC>[CH3:31][O:32][C:33]1[CH:34]=[CH:42][C:41]([C:10]2[CH:9]=[N:36][O:13][C:12]=2[C:14]2[CH:19]=[C:18]([O:20][CH3:21])[C:17]([O:22][CH3:23])=[C:16]([O:24][CH3:25])[CH:15]=2)=[CH:40][CH:39]=1 |f:1.2,3.4|. Conditions: time 30 minute. The reactants are COC1=CC=C(C=C1)C1C(O1)C(=O)C1=CC(=C(C(=C1)OC)OC)OC ([3-(4-methoxy-phenyl)-oxiranyl]-(3,4,5-trimethoxy-phenyl)-methanone), B(F)(F)F.CCOCC (BF3.Et2O), Cl.NO (hydroxylamine hydrochloride), N1=CC=CC=C1 (pyridine), ice H2O, ice H2O. The product is COC1=CC=C(C=C1)C=1C=NOC1C1=CC(=C(C(=C1)OC)OC)OC (4-(4-Methoxy-phenyl)-5-(3,4,5-trimethoxy-phenyl)-isoxazole). Solvent: CCOCC (ether). Reactants: COC(=O)C=1N=C(C2=CC(=CC=C2C1O)OC1=CC=CC=C1)C1=CC=CC=C1 (4-hydroxy-7-phenoxy-1-phenyl-isoquinoline-3-carboxylic acid methyl ester), NCCC(=O)O (β-alanine), C[O-].[Na+] (NaOMe). Yields the product OC1=C(N=C(C2=CC(=CC=C12)OC1=CC=CC=C1)C1=CC=CC=C1)C(=O)NCCC(=O)O (3-[(4-Hydroxy-7-phenoxy-1-phenyl-isoquinoline-3-carbonyl)-amino]-propionic acid). The yield is 91.4%. RXN SMILES: CO[C:3]([C:5]1[N:6]=[C:7]([C:23]2[CH:28]=[CH:27][CH:26]=[CH:25][CH:24]=2)[C:8]2[C:13]([C:14]=1[OH:15])=[CH:12][CH:11]=[C:10]([O:16][C:17]1[CH:22]=[CH:21][CH:20]=[CH:19][CH:18]=1)[CH:9]=2)=[O:4].[NH2:29][CH2:30][CH2:31][C:32]([OH:34])=[O:33].C[O-].[Na+]>>[OH:15][C:14]1[C:13]2[C:8](=[CH:9][C:10]([O:16][C:17]3[CH:18]=[CH:19][CH:20]=[CH:21][CH:22]=3)=[CH:11][CH:12]=2)[C:7]([C:23]2[CH:24]=[CH:25][CH:26]=[CH:27][CH:28]=2)=[N:6][C:5]=1[C:3]([NH:29][CH2:30][CH2:31][C:32]([OH:34])=[O:33])=[O:4] |f:2.3|. Procedure details: A mixture of 4-hydroxy-7-phenoxy-1-phenyl-isoquinoline-3-carboxylic acid methyl ester (46 mg, 0.12 mmol), β-alanine (552 mg, 6.2 mmol) and NaOMe (9.3 mL, 4.65 mmol, 0.5 M in MeOH) was refluxed for 16 h. After cooling to r.t., the solvent was evaporated. The residue was partitioned between EtOAc (50 mL) and water (50 mL). 1 M HCl was added with stirring until pH was ˜2. The organic layer was dried over MgSO4 and concentrated. The crude product was purified by column chromatography (0-35% EtOAc/he... As a reaction SMILES: [F:1][c:2]1[cH:3][c:4]([C:5](=[O:6])[NH:7][c:8]2[cH:9][cH:10][c:11]([O:18][c:19]3[n:20][c:21]([S:25]([CH3:26])(=[O:27])=[O:28])[n:22][cH:23][cH:24]3)[c:12]3[cH:13][cH:14][cH:15][cH:16][c:17]23)[cH:29][c:30]([N:32]2[CH2:33][CH2:34][O:35][CH2:36][CH2:37]2)[cH:31]1.[O:38]1[CH2:39][CH2:40][O:41][C:42]12[CH2:43][CH2:44][NH:45][CH2:46][CH2:47]2>>[F:1][c:2]1[cH:3][c:4]([C:5](=[O:6])[NH:7][c:8]2[cH:9][cH:10][c:11]([O:18][c:19]3[n:20][c:21]([N:45]4[CH2:44][CH2:43][C:42]5([O:38][CH2:39][CH2:40][O:41]5)[CH2:47][CH2:46]4)[n:22][cH:23][cH:24]3)[c:12]3[cH:13][cH:14][cH:15][cH:16][c:17]23)[cH:29][c:30]([N:32]2[CH2:33][CH2:34][O:35][CH2:36][CH2:37]2)[cH:31]1. The product is O=C(Nc1ccc(Oc2ccnc(N3CCC4(CC3)OCCO4)n2)c2ccccc12)c1cc(F)cc(N2CCOCC2)c1. The reactants are CS(=O)(=O)c1nccc(Oc2ccc(NC(=O)c3cc(F)cc(N4CCOCC4)c3)c3ccccc23)n1, C1CC2(CCN1)OCCO2. The reactants are [O-]P(=O)([O-])[O-].[O-]P(=O)([O-])[O-].[O-]P(=O)([O-])[O-].[F-].[Ca+2].[Ca+2].[Ca+2].[Ca+2].[Ca+2] (phosphate rock), Cl (hydrochloric acid), P(O)(O)(O)=O (phosphoric acid). Procedure details: In the same manner as in Ex. 1-3, phosphate rock from Zin, Israel of the same analysis and particle size as before was heated at various temperatures and for various times. The treated rock was reacted with hydrochloric acid as before and in separate experiment with a sulphuric/phosphoric acid mixture and the colour of the liquid noted and organic and P2O5 content of the liquid obtained. The sulphuric/phosphoric acid was a mixture of 200 g of 20% P2O5 thermal phosphoric acid and enough 56% sulph... The product is O=P12OP3(=O)OP(=O)(O1)OP(=O)(O2)O3 (P2O5). As a reaction SMILES: [O-:1][P:2]([O-:5])([O-:4])=[O:3].[O-][P:7]([O-:10])([O-:9])=[O:8].[O-][P:12]([O-:15])([O-])=[O:13].[F-].[Ca+2].[Ca+2].[Ca+2].[Ca+2].[Ca+2].Cl.[P:23](=O)(O)(O)[OH:24]>>[O:3]=[P:2]12[O:5][P:7]3([O:10][P:12]([O:15][P:23]([O:9]3)([O:4]1)=[O:24])(=[O:13])[O:1]2)=[O:8] |f:0.1.2.3.4.5.6.7.8|. Procedure details: 1-(2-aminoethyl)piperazine (1.29 g, 10 mmol) is dissolved in 20 mL of dioxane:water (1:1) mixture and 2-(tert-butoxycarbonyloxyimino)-2-phenylacetonitrile (2.46 g, 10 mmol) is added. The mixture is then stirred until no starting material is detected on thin layer chromatography. The obtained mixture is fractionally separated by silica gel chromatography, followed by RP-HPLC to obtain 1-[2-tert-butoxycarbonylaminoethyl]piperazine. Following the procedure of Example 6, but replacing 1-benzylpipera... Starting materials: NCCN1CCNCC1 (1-(2-aminoethyl)piperazine), C(C)(C)(C)OC(=O)ON=C(C#N)C1=CC=CC=C1 (2-(tert-butoxycarbonyloxyimino)-2-phenylacetonitrile). Reaction SMILES: [NH2:1][CH2:2][CH2:3][N:4]1[CH2:9][CH2:8][NH:7][CH2:6][CH2:5]1.[C:10]([O:14][C:15](ON=C(C1C=CC=CC=1)C#N)=[O:16])([CH3:13])([CH3:12])[CH3:11]>O1CCOCC1.O>[C:10]([O:14][C:15]([NH:1][CH2:2][CH2:3][N:4]1[CH2:9][CH2:8][NH:7][CH2:6][CH2:5]1)=[O:16])([CH3:13])([CH3:12])[CH3:11] |f:2.3|. The product is C(C)(C)(C)OC(=O)NCCN1CCNCC1 (1-[2-tert-butoxycarbonylaminoethyl]piperazine). Run in O1CCOCC1.O (dioxane water). The reactants are CCCC12CSC(SC1)SC2, CC(C)(C)CCI. The product is CCCC12CSC(CCC(C)(C)C)(SC1)SC2. RXN SMILES: [CH2:8]([CH2:9][CH3:10])[C:11]12[CH2:12][S:13][CH:14]([S:15][CH2:16]1)[S:17][CH2:18]2.[CH3:1][C:2]([CH2:3][CH2:4][I:5])([CH3:6])[CH3:7]>>[CH3:1][C:2]([CH2:3][CH2:4][C:14]12[S:13][CH2:12][C:11]([CH2:8][CH2:9][CH3:10])([CH2:16][S:15]1)[CH2:18][S:17]2)([CH3:6])[CH3:7]. RXN SMILES: Br[C:2]1[CH:12]=[CH:11][C:5]([C:6]([O:8][CH2:9][CH3:10])=[O:7])=[CH:4][N:3]=1.[Br:13][C:14]1[CH:19]=[CH:18][C:17](B(O)O)=[CH:16][CH:15]=1>>[Br:13][C:14]1[CH:19]=[CH:18][C:17]([C:2]2[CH:12]=[CH:11][C:5]([C:6]([O:8][CH2:9][CH3:10])=[O:7])=[CH:4][N:3]=2)=[CH:16][CH:15]=1. Yields the product BrC1=CC=C(C=C1)C1=NC=C(C(=O)OCC)C=C1 (Ethyl 6-(4-bromophenyl)nicotinate). The yield is 98.0%. Procedure: In accordance with Example 11-(1), but using ethyl 6-bromonicotinate instead of 4-bromobenzylbromide, and 4-bromophenylboronic acid instead of [3-(hydroxymethyl)phenyl]boronic acid, the title compound (yield 98%) was afforded as a white solid. The reactants are BrC1=NC=C(C(=O)OCC)C=C1 (ethyl 6-bromonicotinate), BrC1=CC=C(C=C1)B(O)O (4-bromophenylboronic acid). Reactants: FC1=CC=C(C(=O)C2CCN(CC2)C(C2=CC=C(C=C2)[N+](=O)[O-])=O)C=C1 (4-(4-Fluorobenzoyl)-1-(4-nitrobenzoyl)piperidine), [Cl-].[NH4+] (ammonium chloride), O (water), C(C)O (ethanol). The reagents and catalysts are [Fe] (iron). Run in COCCO (methyl cellosolve). Product: NC1=CC=C(C(=O)N2CCC(CC2)C(C2=CC=C(C=C2)F)=O)C=C1 (1-(4-aminobenzoyl)-4-(4-fluorobenzoyl)piperidine). The yield is 82.8%. Reaction SMILES: [F:1][C:2]1[CH:26]=[CH:25][C:5]([C:6]([CH:8]2[CH2:13][CH2:12][N:11]([C:14](=[O:24])[C:15]3[CH:20]=[CH:19][C:18]([N+:21]([O-])=O)=[CH:17][CH:16]=3)[CH2:10][CH2:9]2)=[O:7])=[CH:4][CH:3]=1.[Cl-].[NH4+].O.C(O)C>[Fe].COCCO>[NH2:21][C:18]1[CH:17]=[CH:16][C:15]([C:14]([N:11]2[CH2:10][CH2:9][CH:8]([C:6](=[O:7])[C:5]3[CH:4]=[CH:3][C:2]([F:1])=[CH:26][CH:25]=3)[CH2:13][CH2:12]2)=[O:24])=[CH:20][CH:19]=1 |f:1.2|. Reported procedure: 4-(4-Fluorobenzoyl)-1-(4-nitrobenzoyl)piperidine (4.75 g) was added slowly to a stirred mixture of iron powder (4.75 g), ammonium chloride (0.57 g), water (28.5 ml), ethanol (38 ml) and methyl cellosolve (76 ml) under reflux. The resulting mixture was stirred under reflux for 30 minutes and filtered. The filtrate was concentrated in vacuo. The residue was diluted with saturated sodium bicarbonate solution and extracted twice with methylene chloride. The extract was washed with brine, dried over ... The reactants are OC1=CC=CC=2OC(OC(C21)=O)(C)C (5-hydroxy-2,2-dimethyl-4H-1,3-benzodioxin-4-one), C([O-])([O-])=O.[K+].[K+] (potassium carbonate), C(C(C)C)I (isobutyl iodide), C([O-])([O-])=O.[K+].[K+] (potassium carbonate), C(C(C)C)Br (isobutyl bromide). The solvent is CO (methanol), CN(C=O)C (N,N-dimethylformamide), C(C)(=O)OCC (ethyl acetate). Reaction conditions: temperature 80 celsius. Yields the product OC1=C(C(=O)OC)C(=CC=C1)OCC(C)C (Methyl 2-hydroxy-6-isobutoxybenzoate). The yield is 82.0%. As a reaction SMILES: [OH:1][C:2]1[C:11]2C(=O)OC(C)(C)[O:7][C:6]=2[CH:5]=[CH:4][CH:3]=1.[C:15](=[O:18])([O-])[O-:16].[K+].[K+].[CH2:21](I)[CH:22]([CH3:24])[CH3:23].[CH2:26](Br)C(C)C>CN(C)C=O.C(OCC)(=O)C.CO>[OH:1][C:2]1[CH:3]=[CH:4][CH:5]=[C:6]([O:7][CH2:21][CH:22]([CH3:24])[CH3:23])[C:11]=1[C:15]([O:16][CH3:26])=[O:18] |f:1.2.3|. Procedure: A mixture of 5-hydroxy-2,2-dimethyl-4H-1,3-benzodioxin-4-one (880 mg, 4.53 mmol), potassium carbonate (1.89 g, 13.7 mmol) and isobutyl iodide (0.52 mL, 4.6 mmol) in N,N-dimethylformamide (5 mL) in a sealed tube was stirred at 80° C. After being stirred for 8 h, additional reagents (potassium carbonate: 2.0 g, 14 mmol; isobutyl bromide: 1.0 mL, 9.2 mmol) were added to the mixture, and the mixture was stirred at 130° C. for 10 h. After cooling to 80° C., methanol (3 mL) was added to the mixture, a... The reactants are COc1ccc(B(O)O)cc1, CCOC(C)=O, CCO, Cc1ccccc1, COC(=O)c1ccc(I)c(Cl)c1, [Na+], [Na+], O=C([O-])[O-], O, [Pd], c1ccc(P(c2ccccc2)c2ccccc2)cc1, c1ccc(P(c2ccccc2)c2ccccc2)cc1, c1ccc(P(c2ccccc2)c2ccccc2)cc1, c1ccc(P(c2ccccc2)c2ccccc2)cc1. Yields the product COC(=O)c1ccc(-c2ccc(OC)cc2)c(Cl)c1. Reaction SMILES: [CH3:13][O:14][c:15]1[cH:16][cH:17][c:18]([B:21]([OH:22])[OH:23])[cH:19][cH:20]1.[CH3:30][CH2:31][O:32][C:33]([CH3:34])=[O:35].[CH3:37][CH2:38][OH:39].[CH3:40][c:41]1[cH:42][cH:43][cH:44][cH:45][cH:46]1.[I:1][c:2]1[c:3]([Cl:12])[cH:4][c:5]([C:6](=[O:7])[O:8][CH3:9])[cH:10][cH:11]1.[Na+:24].[Na+:25].[O-:26][C:27](=[O:28])[O-:29].[OH2:36].[Pd:47].[c:105]1([P:106]([c:107]2[cH:108][cH:109][cH:110][cH:111][cH:112]2)[c:113]2[cH:114][cH:115][cH:116][cH:117][cH:118]2)[cH:119][cH:120][cH:121][cH:122][cH:123]1.[c:48]1([P:49]([c:50]2[cH:51][cH:52][cH:53][cH:54][cH:55]2)[c:56]2[cH:57][cH:58][cH:59][cH:60][cH:61]2)[cH:62][cH:63][cH:64][cH:65][cH:66]1.[c:67]1([P:68]([c:69]2[cH:70][cH:71][cH:72][cH:73][cH:74]2)[c:75]2[cH:76][cH:77][cH:78][cH:79][cH:80]2)[cH:81][cH:82][cH:83][cH:84][cH:85]1.[c:86]1([P:87]([c:88]2[cH:89][cH:90][cH:91][cH:92][cH:93]2)[c:94]2[cH:95][cH:96][cH:97][cH:98][cH:99]2)[cH:100][cH:101][cH:102][cH:103][cH:104]1>>[c:2]1(-[c:18]2[cH:17][cH:16][c:15]([O:14][CH3:13])[cH:20][cH:19]2)[c:3]([Cl:12])[cH:4][c:5]([C:6](=[O:7])[O:8][CH3:9])[cH:10][cH:11]1.